This data is from the Open Reaction Database (ORD), a public repository of structured organic reaction records. The task is: describe an organic reaction: reactants, conditions, products, and yield Starting materials: C(C1=CC=CC=C1)OC(NC1(CCN(CC1)C1=NC=C(C=C1)C(F)(F)F)C)=O ((4-methyl-5′-trifluoromethyl-3,4,5,6-tetrahydro-2H-(1,2′)bipyridinyl-4-yl)-carbamic acid benzyl ester), I[Si](C)(C)C (iodotrimethysilane). Run in C(C)#N (acetonitrile). Run at temperature 50 celsius, time 30 minute. The product is CC1(CCN(CC1)C1=NC=C(C=C1)C(F)(F)F)N (4-Methyl-5′-trifluoromethyl-3,4,5,6-tetrahydro-2H-(1,2′)bipyridinyl-4-ylamine). As a reaction SMILES: C(OC(=O)[NH:10][C:11]1([CH3:27])[CH2:16][CH2:15][N:14]([C:17]2[CH:22]=[CH:21][C:20]([C:23]([F:26])([F:25])[F:24])=[CH:19][N:18]=2)[CH2:13][CH2:12]1)C1C=CC=CC=1.I[Si](C)(C)C>C(#N)C>[CH3:27][C:11]1([NH2:10])[CH2:16][CH2:15][N:14]([C:17]2[CH:22]=[CH:21][C:20]([C:23]([F:26])([F:25])[F:24])=[CH:19][N:18]=2)[CH2:13][CH2:12]1. Reported procedure: To a stirred solution of (4-methyl-5′-trifluoromethyl-3,4,5,6-tetrahydro-2H-(1,2′)bipyridinyl-4-yl)-carbamic acid benzyl ester (0.37 g, 0.95 mmol) in acetonitrile (4.0 mL) at room temperature was added iodotrimethysilane (0.2 mL, 0.125 mmol). The reaction mixture was stirred at 50° C. for 30 minutes, concentrated under reduced pressure and purified by flash chromatography with 2% methanol in dichloromethane to provide the titled compound. MS (CI) m/z 260 (M+1)+; 1H NMR (300 MHz, methanol-d4) δ p... Starting materials: ICC(F)(F)F (2-iodo-1,1,1-trifluoroethane), N1C=CC2=CC=CN=C12 (7-azaindole), COC=1C=C2C=CNC2=NC1 (5-methoxy-7-azaindole), ICCF (2-iodo-1-fluoroethane), ClC1=CC(=C(CBr)C=C1)F (4-chloro-2-fluoro-benzyl bromide), CCC1COC(=N1)CC2=CC=C(C=C2)OC (P-1891). Yields the product ClC1=CC=C(COC=2C(=C(CC3=CNC4=NC=CC=C43)C=CC2)OCC)C=C1 (3-[3-(4-chloro-benzyloxy)-2-ethoxy-benzyl]-1H-pyrrolo[2,3-b]pyridine). As a reaction SMILES: ICC(F)(F)F.ICCF.[Cl:11][C:12]1[CH:19]=[CH:18][C:15]([CH2:16]Br)=[C:14](F)[CH:13]=1.[NH:21]1[C:29]2[C:24](=[CH:25][CH:26]=[CH:27][N:28]=2)[CH:23]=[CH:22]1.C[O:31][C:32]1[CH:33]=[C:34]2[C:38](=N[CH:40]=1)N[CH:36]=[CH:35]2.CC[CH:43]1N=C(CC2C=CC(OC)=CC=2)[O:45][CH2:44]1>>[Cl:11][C:12]1[CH:19]=[CH:18][C:15]([CH2:16][O:31][C:32]2[C:33]([O:45][CH2:44][CH3:43])=[C:34]([CH:35]=[CH:36][CH:40]=2)[CH2:38][C:23]2[C:24]3[C:29](=[N:28][CH:27]=[CH:26][CH:25]=3)[NH:21][CH:22]=2)=[CH:14][CH:13]=1. Procedure: were prepared following the protocol of Scheme 20, substituting iodoethane with iodomethane in Step 3 to provide P-1891, or substituting iodoethane with 2-iodo-1,1,1-trifluoroethane in Step 3 to provide P-2076, or substituting iodoethane with 2-iodo-1-fluoroethane in Step 3 to provide P-2118, or substituting 4-chlorobenzyl bromide 22 with 4-chloro-2-fluoro-benzyl bromide in Step 1 and 7-azaindole 6 with 5-methoxy-7-azaindole in Step 4 to provide P-2016. MS (ESI) [M+H+]+=393.4 (P-1891), 461.08 (P... Reactants: CO, Cl, [Na+], [OH-], N#CC1(c2cnccn2)CC1. Product: O=C(O)C1(c2cnccn2)CC1. As a reaction SMILES: [CH3:15][OH:16].[ClH:14].[Na+:13].[OH-:12].[n:1]1[c:2]([C:7]2([C:10]#[N:11])[CH2:8][CH2:9]2)[cH:3][n:4][cH:5][cH:6]1>>[n:1]1[c:2]([C:7]2([C:10](=[O:12])[OH:16])[CH2:8][CH2:9]2)[cH:3][n:4][cH:5][cH:6]1. Yields the product C(C)(=O)N1C2=C(N(C([C@H](C1)NC([C@H](C)O)=O)=O)C)C=CC=C2 ((S)—N—((S)-5-Acetyl-1-methyl-2-oxo-2,3,4,5-tetrahydro-1H-benzo[b][1,4]diazepin-3-yl)-2-hydroxy-propionamide). Starting materials: Cl.C(C)(=O)N1C2=C(N(C([C@H](C1)N)=O)C)C=CC=C2 ((S)-5-acetyl-3-amino-1-methyl-1,3,4,5-tetrahydro-benzo[b][1,4]diazepin-2-one hydrochloride), C([C@@H](O)C)(=O)O (L-(+)-lactic acid). Reported procedure: In an analogous manner to that described in Example 53 c), the condensation of (S)-5-acetyl-3-amino-1-methyl-1,3,4,5-tetrahydro-benzo[b][1,4]diazepin-2-one hydrochloride with L-(+)-lactic acid yielded the title compound as a yellow foam; MS: m/e=306 (M+H)+. RXN SMILES: Cl.[C:2]([N:5]1[CH2:11][C@H:10]([NH2:12])[C:9](=[O:13])[N:8]([CH3:14])[C:7]2[CH:15]=[CH:16][CH:17]=[CH:18][C:6]1=2)(=[O:4])[CH3:3].[C:19](O)(=[O:23])[C@H:20]([CH3:22])[OH:21]>>[C:2]([N:5]1[CH2:11][C@H:10]([NH:12][C:19](=[O:23])[C@@H:20]([OH:21])[CH3:22])[C:9](=[O:13])[N:8]([CH3:14])[C:7]2[CH:15]=[CH:16][CH:17]=[CH:18][C:6]1=2)(=[O:4])[CH3:3] |f:0.1|.